Dataset: the Open Reaction Database (ORD), a public repository of structured organic reaction records. Task: describe an organic reaction: reactants, conditions, products, and yield Starting materials: C(C)(C)(C)OC(NC1CCC(CC1)NC1=NC=C2C(=N1)NN=C2C2=NC(=NC=C2)S(=O)C)=O ({4-[3-(2-Methanesulfinyl-pyrimidin-4-yl)-1H-pyrazolo[3,4-d]pyrimidin-6-ylamino]-cyclohexyl}-carbamic acid tert-butyl ester), ClC1=CC=C(CN)C=C1 (4-chlorobenzylamine). Reaction conditions: temperature 130 celsius, time 2 hour. Procedure details: The mixture of {4-[3-(2-methanesulfinyl-pyrimidin-4-yl)-1H-pyrazolo[3,4-d]pyrimidin-6-ylamino]-cyclohexyl}-carbamic acid tert-butyl ester (from Example 9 supra) (150 mg, 0.32 mmol) and 4-chlorobenzylamine (179 mg, 1.3 mmol) was heated at 130° C. with stirring for 2 hours. The resulting oil was purified by chromatography (silica gel, 6 g, 200-300 mesh, eluting with dichloromethane:methanol, 50:1 to 30:1) and then further purified by prep-HPLC to afford (4-{3-[2-(4-chloro-benzylamino)-pyrimidin-4-... As a reaction SMILES: [C:1]([O:5][C:6](=[O:33])[NH:7][CH:8]1[CH2:13][CH2:12][CH:11]([NH:14][C:15]2[N:20]=[C:19]3[NH:21][N:22]=[C:23]([C:24]4[CH:29]=[CH:28][N:27]=[C:26](S(C)=O)[N:25]=4)[C:18]3=[CH:17][N:16]=2)[CH2:10][CH2:9]1)([CH3:4])([CH3:3])[CH3:2].[Cl:34][C:35]1[CH:42]=[CH:41][C:38]([CH2:39][NH2:40])=[CH:37][CH:36]=1>>[C:1]([O:5][C:6](=[O:33])[NH:7][CH:8]1[CH2:13][CH2:12][CH:11]([NH:14][C:15]2[N:20]=[C:19]3[NH:21][N:22]=[C:23]([C:24]4[CH:29]=[CH:28][N:27]=[C:26]([NH:40][CH2:39][C:38]5[CH:41]=[CH:42][C:35]([Cl:34])=[CH:36][CH:37]=5)[N:25]=4)[C:18]3=[CH:17][N:16]=2)[CH2:10][CH2:9]1)([CH3:4])([CH3:3])[CH3:2]. The product is C(C)(C)(C)OC(NC1CCC(CC1)NC1=NC=C2C(=N1)NN=C2C2=NC(=NC=C2)NCC2=CC=C(C=C2)Cl)=O ((4-{3-[2-(4-chloro-benzylamino)-pyrimidin-4-yl]-1H-pyrazolo[3,4-d]pyrimidin-6-ylamino}-cyclohexyl)-carbamic acid tert-butyl ester). The reactants are Cn1ncc2cc(C(F)(F)F)cc(COCC3(c4ccc(F)cc4)CCN(C(=O)OC(C)(C)C)CC3)c21, O=C(O)C(F)(F)F. Yields the product Cn1ncc2cc(C(F)(F)F)cc(COCC3(c4ccc(F)cc4)CCNCC3)c21. As a reaction SMILES: [F:1][c:2]1[cH:3][cH:4][c:5]([C:8]2([CH2:21][O:22][CH2:23][c:24]3[cH:25][c:26]([C:34]([F:35])([F:36])[F:37])[cH:27][c:28]4[cH:29][n:30][n:31]([CH3:33])[c:32]34)[CH2:9][CH2:10][N:11]([C:14]([O:15][C:16]([CH3:17])([CH3:18])[CH3:19])=[O:20])[CH2:12][CH2:13]2)[cH:6][cH:7]1.[OH:38][C:39]([C:40]([F:41])([F:42])[F:43])=[O:44]>>[F:1][c:2]1[cH:3][cH:4][c:5]([C:8]2([CH2:21][O:22][CH2:23][c:24]3[cH:25][c:26]([C:34]([F:35])([F:36])[F:37])[cH:27][c:28]4[cH:29][n:30][n:31]([CH3:33])[c:32]34)[CH2:9][CH2:10][NH:11][CH2:12][CH2:13]2)[cH:6][cH:7]1.